From a dataset of the Open Reaction Database (ORD), a public repository of structured organic reaction records. describe an organic reaction: reactants, conditions, products, and yield The reactants are ClC=1C=CC2=C(C(=NO2)OCC(COC)NC(C2=CC=CC=C2)(C2=CC=CC=C2)C2=CC=CC=C2)C1 (5-chloro-3-(3-methoxy-2-tritylaminopropoxy)-1,2-benzoisoxazole), Cl (hydrogen chloride). The solvent is CC(C)O (2-propanol), CC(C)O (2-propanol). The product is Cl.NC(COC1=NOC2=C1C=C(C=C2)Cl)COC (3-(2-amino-3-methoxypropoxy)-5-chloro-1,2-benzoisoxazole hydrochloride). RXN SMILES: [Cl:1][C:2]1[CH:3]=[CH:4][C:5]2[O:9][N:8]=[C:7]([O:10][CH2:11][CH:12]([NH:16]C(C3C=CC=CC=3)(C3C=CC=CC=3)C3C=CC=CC=3)[CH2:13][O:14][CH3:15])[C:6]=2[CH:36]=1.Cl>CC(O)C>[ClH:1].[NH2:16][CH:12]([CH2:13][O:14][CH3:15])[CH2:11][O:10][C:7]1[C:6]2[CH:36]=[C:2]([Cl:1])[CH:3]=[CH:4][C:5]=2[O:9][N:8]=1 |f:3.4|. Reported procedure: To a suspension of 5-chloro-3-(3-methoxy-2-tritylaminopropoxy)-1,2-benzoisoxazole in 49 ml of 2-propanol is added 1.5 ml of a 2-propanol solution (7.5N) of hydrogen chloride, and they are refluxed for ten minutes, after which the crystals are collected by filtration, to obtain 2.34 g of colorless, crystalline 3-(2-amino-3-methoxypropoxy)-5-chloro-1,2-benzoisoxazole hydrochloride having a melting point of 200°-202° C. Product: NC1=CN=C2N1C=C(C=C2)SC2=CC=CC=C2 (3-amino-6-phenylthioimidazo [1,2-a] pyridine). Procedure details: A solution of 0.542 gm. (0.002 mole) of 3-nitro-6-phenylthioimidazo [1,2-a] pyridine in 20 ml. of dioxane is reduced at 40 psi. under a hydrogen atmosphere with 0.500 g. of 5% palladium on carbon as catalyst. When the uptake of hydrogen is complete, the catalyst is removed by filtration. The filtrate is evaporated in vacuo to yield 3-amino-6-phenylthioimidazo [1,2-a] pyridine. Reagents/catalysts: [Pd] (palladium on carbon). The solvent is O1CCOCC1 (dioxane). Reaction SMILES: [N+:1]([C:4]1[N:8]2[CH:9]=[C:10]([S:13][C:14]3[CH:19]=[CH:18][CH:17]=[CH:16][CH:15]=3)[CH:11]=[CH:12][C:7]2=[N:6][CH:5]=1)([O-])=O.[H][H]>[Pd].O1CCOCC1>[NH2:1][C:4]1[N:8]2[CH:9]=[C:10]([S:13][C:14]3[CH:19]=[CH:18][CH:17]=[CH:16][CH:15]=3)[CH:11]=[CH:12][C:7]2=[N:6][CH:5]=1. The reactants are [N+](=O)([O-])C1=CN=C2N1C=C(C=C2)SC2=CC=CC=C2 (3-nitro-6-phenylthioimidazo [1,2-a] pyridine), [H][H] (hydrogen). Reactants: CS(=O)(=O)O (methanesulfonic acid), FCC1(CC1)C=1C=C(N(N1)C1=CC=C(C=C1)C)NC(=O)NC1=CN=C(C2=CC=CC=C12)OC1CCN(CC1)C(=O)C1(CC1)C (1-[5-(1-fluoromethyl-cyclopropyl)-2-p-tolyl-2H-pyrazol-3-yl]-3-{1-[1-(1-methyl-cyclopropanecarbonyl)-piperidin-4-yloxy]-isoquinolin-4-yl}-urea). The solvent is ClCCl (Dichloromethane). Run at time 1 hour. The product is S(C)(=O)(=O)O.FCC1(CC1)C=1C=C(N(N1)C1=CC=C(C=C1)C)NC(=O)NC1=CN=C(C2=CC=CC=C12)OC1CCN(CC1)C(=O)C1(CC1)C (1-[5-(1-Fluoromethyl-cyclopropyl)-2-p-tolyl-2H-pyrazol-3-yl]-3-{1-[1-(1-methyl-cyclopropanecarbonyl)-piperidin-4-yloxy]-isoquinolin-4-yl}-urea mesylate). The yield is 95.7%. As a reaction SMILES: [CH3:1][S:2]([OH:5])(=[O:4])=[O:3].[F:6][CH2:7][C:8]1([C:11]2[CH:12]=[C:13]([NH:23][C:24]([NH:26][C:27]3[C:36]4[C:31](=[CH:32][CH:33]=[CH:34][CH:35]=4)[C:30]([O:37][CH:38]4[CH2:43][CH2:42][N:41]([C:44]([C:46]5([CH3:49])[CH2:48][CH2:47]5)=[O:45])[CH2:40][CH2:39]4)=[N:29][CH:28]=3)=[O:25])[N:14]([C:16]3[CH:21]=[CH:20][C:19]([CH3:22])=[CH:18][CH:17]=3)[N:15]=2)[CH2:10][CH2:9]1>ClCCl>[S:2]([OH:5])(=[O:4])(=[O:3])[CH3:1].[F:6][CH2:7][C:8]1([C:11]2[CH:12]=[C:13]([NH:23][C:24]([NH:26][C:27]3[C:36]4[C:31](=[CH:32][CH:33]=[CH:34][CH:35]=4)[C:30]([O:37][CH:38]4[CH2:39][CH2:40][N:41]([C:44]([C:46]5([CH3:49])[CH2:47][CH2:48]5)=[O:45])[CH2:42][CH2:43]4)=[N:29][CH:28]=3)=[O:25])[N:14]([C:16]3[CH:17]=[CH:18][C:19]([CH3:22])=[CH:20][CH:21]=3)[N:15]=2)[CH2:9][CH2:10]1 |f:3.4|. Procedure details: Add methanesulfonic acid 1 M (30.17 μmoles; 30.17 μL) to a solution of 1-[5-(1-fluoromethyl-cyclopropyl)-2-p-tolyl-2H-pyrazol-3-yl]-3-{1-[1-(1-methyl-cyclopropanecarbonyl)-piperidin-4-yloxy]-isoquinolin-4-yl}-urea (18.00 mg, 30.17 μmoles) in 0.5 mL of Dichloromethane. Stir the mixture at room temperature for 1 hour. Evaporate solvent under nitrogen to afford the title compound as a solid (20 mg, 96% yield). ES+ (m/z): 597.4 [M+1] The reactants are CCOC(=O)CC#N, CC(C)c1nnc2ccc(Cl)nn12, [H-], [Na+], CN(C)C=O. Product: CCOC(=O)C(C#N)c1ccc2nnc(C(C)C)n2n1. Reaction SMILES: [C:14](#[N:15])[CH2:16][C:17](=[O:18])[O:19][CH2:20][CH3:21].[Cl:1][c:2]1[cH:3][cH:4][c:5]2[n:6]([n:7]1)[c:8]([CH:11]([CH3:12])[CH3:13])[n:9][n:10]2.[H-:22].[Na+:23].[O:24]=[CH:25][N:26]([CH3:27])[CH3:28]>>[c:2]1([CH:16]([C:14]#[N:15])[C:17](=[O:18])[O:19][CH2:20][CH3:21])[cH:3][cH:4][c:5]2[n:6]([n:7]1)[c:8]([CH:11]([CH3:12])[CH3:13])[n:9][n:10]2. Starting materials: Brc1cccs1, CCOCC, [Mg], O=CC(Cl)(Cl)Cl, O. Product: OC(c1cccs1)C(Cl)(Cl)Cl. As a reaction SMILES: [Br:2][c:3]1[s:4][cH:5][cH:6][cH:7]1.[CH3:15][CH2:16][O:17][CH2:18][CH3:19].[Mg:1].[O:8]=[CH:9][C:10]([Cl:11])([Cl:12])[Cl:13].[OH2:14]>>[c:3]1([CH:9]([OH:8])[C:10]([Cl:11])([Cl:12])[Cl:13])[s:4][cH:5][cH:6][cH:7]1. Starting materials: [F-].[Cs+] (caesium fluoride), Cl (hydrochloric acid), C1N(CC2=CC=CC=C12)C(C(=O)C1=C(C=CC(=C1)I)NC(OC(C)(C)C)=O)=O (tert-butyl {2-[2-(1,3-dihydroisoindol-2-yl)-2-oxoacetyl]-4-iodophenyl}carbamate), C[Si](C)(C)N=C=N[Si](C)(C)C (bis(trimethylsilyl)-carbodiimide). The solvent is C(C)#N (acetonitrile), ClCCl (dichloromethane). Conditions: time 15 minute. Yields the product NC1=NC2=CC=C(C=C2C(=N1)C(=O)N1CC2=CC=CC=C2C1)I ((2-amino-6-iodoquinazolin-4-yl)-(1,3-dihydroisoindol-2-yl)-methanone). Reaction SMILES: [CH2:1]1[C:9]2[C:4](=[CH:5][CH:6]=[CH:7][CH:8]=2)[CH2:3][N:2]1[C:10](=[O:28])[C:11]([C:13]1[CH:18]=[C:17]([I:19])[CH:16]=[CH:15][C:14]=1[NH:20]C(=O)OC(C)(C)C)=O.[F-].[Cs+].C[Si]([N:35]=[C:36]=[N:37][Si](C)(C)C)(C)C.Cl>C(#N)C.ClCCl>[NH2:35][C:36]1[N:37]=[C:11]([C:10]([N:2]2[CH2:3][C:4]3[C:9](=[CH:8][CH:7]=[CH:6][CH:5]=3)[CH2:1]2)=[O:28])[C:13]2[C:14](=[CH:15][CH:16]=[C:17]([I:19])[CH:18]=2)[N:20]=1 |f:1.2|. Procedure: 24.50 g of tert-butyl {2-[2-(1,3-dihydroisoindol-2-yl)-2-oxoacetyl]-4-iodophenyl}carbamate are dissolved in 500 ml of acetonitrile under argon. 0.756 g of caesium fluoride is added, and 16.887 ml of bis(trimethylsilyl)-carbodiimide are added dropwise to the solution over 5 min. The mixture is stirred at room temperature for 15 min, and 400 ml of dichloromethane are added. After addition of 400 ml of hydrochloric acid (1N), the product precipitates out as a white solid. Yield: 14 g of (2-amino-6-... Reactants: BrCCCBr, CC(C)(C)c1cc(-c2n[nH]c(=O)o2)cc(C(C)(C)C)c1O, CN(C)C=O, [Na+], [Na+], O=C([O-])[O-]. Product: CC(C)(C)c1cc(-c2nn(CCCBr)c(=O)o2)cc(C(C)(C)C)c1O. As a reaction SMILES: [Br:28][CH2:29][CH2:30][CH2:31][Br:32].[C:1]([CH3:2])([CH3:3])([CH3:4])[c:5]1[cH:6][c:7](-[c:16]2[n:17][nH:18][c:19](=[O:21])[o:20]2)[cH:8][c:9]([C:12]([CH3:13])([CH3:14])[CH3:15])[c:10]1[OH:11].[CH3:33][N:34]([CH3:35])[CH:36]=[O:37].[Na+:22].[Na+:23].[O-:24][C:25](=[O:26])[O-:27]>>[C:1]([CH3:2])([CH3:3])([CH3:4])[c:5]1[cH:6][c:7](-[c:16]2[n:17][n:18]([CH2:31][CH2:30][CH2:29][Br:28])[c:19](=[O:21])[o:20]2)[cH:8][c:9]([C:12]([CH3:13])([CH3:14])[CH3:15])[c:10]1[OH:11]. The reactants are CHCl3 C6H14, ClCC(C)=O (chloroacetone), COC1=CC=C(C=C1)CC(=N)N (4-methoxyphenylacetamidine). Run in C(Cl)(Cl)Cl (CHCl3), C(Cl)(Cl)Cl (CHCl3). Conditions: time 43 hour. Yields the product COC1=CC=C(C=C1)CC=1NC=C(N1)C (2-(p-Methoxyphenylmethyl)-4-methylimidazole). Reaction SMILES: Cl[CH2:2][C:3](=O)[CH3:4].[CH3:6][O:7][C:8]1[CH:13]=[CH:12][C:11]([CH2:14][C:15]([NH2:17])=[NH:16])=[CH:10][CH:9]=1>C(Cl)(Cl)Cl>[CH3:6][O:7][C:8]1[CH:9]=[CH:10][C:11]([CH2:14][C:15]2[NH:17][CH:2]=[C:3]([CH3:4])[N:16]=2)=[CH:12][CH:13]=1. Procedure details: A solution of chloroacetone (5.27 g, 0.057 m) in CHCl3 (90 mL) was added to a stirred suspension of 4-methoxyphenylacetamidine (28.0 g, 0.17 m) in CHCl3 (470 mL) over 1 hour. The mixture was heated at reflux for 75 minutes and then stirred at ambient temperature for 43 hours. The mixture was filtered and the filtrate was concentrated under reduced pressure. The oily residue was chromatographed on alumina and eluted with CHCl3 to yield 8.14 g (71%) of I; m.p. 108°-109° C. (CHCl3 -C6H14).